The task is: describe an organic reaction: reactants, conditions, products, and yield. This data is from the Open Reaction Database (ORD), a public repository of structured organic reaction records. The reactants are C(OC)(OC)OC (trimethyl orthoformate), CC=1N=CNC1C=O (4-methyl-5-imidazole carboxaldehyde), C(C)(=O)O (acetic acid), C(#N)[BH3-].[Na+] (sodium cyanoborohydride), N1C(=NC=C1)CNCC1=C(C(=O)NCCCCN(CCC)CCC)C=CC=C1 ([N-(1H-imidazol-2-ylmethyl)amino]methyl-N-(4-dipropylaminobutyl)benzamide). Run in CO (methanol). Reaction conditions: time 10 minute. Product: C(CC)N(CCCCNC(C1=CC=C(C=C1)CN(CC1=C(N=CN1)C)CC=1NC=CN1)=O)CCC (N-(4-dipropylaminobutyl)-4-{[(1H-imidazol-2-ylmethyl)-(4-methyl-1H-imidazol-5-ylmethyl)-amino]-methyl}-benzamide). Reaction SMILES: [NH:1]1[CH:5]=[CH:4][N:3]=[C:2]1[CH2:6][NH:7][CH2:8][C:9]1[CH:28]=[CH:27][CH:26]=[CH:25][C:10]=1C(NCCCCN(CCC)CCC)=O.C([O:34][CH3:35])(OC)OC.[CH3:36][C:37]1[N:38]=[CH:39][NH:40][C:41]=1[CH:42]=O.[C:44]([BH3-])#[N:45].[Na+].[C:48](O)(=O)[CH3:49]>CO>[CH2:26]([N:45]([CH2:44][CH2:48][CH3:49])[CH2:25][CH2:10][CH2:9][CH2:8][NH:7][C:35](=[O:34])[C:26]1[CH:25]=[CH:10][C:9]([CH2:8][N:7]([CH2:6][C:2]2[NH:1][CH:5]=[CH:4][N:3]=2)[CH2:36][C:37]2[NH:38][CH:39]=[N:40][C:41]=2[CH3:42])=[CH:28][CH:27]=1)[CH2:27][CH3:28] |f:3.4|. Procedure: The compound (53.8 mg) obtained in Example 1-4 was dissolved in methanol (0.8 ml). Then, the solution was added with trimethyl orthoformate (50 μl), acetic acid (50 μl), and 4-methyl-5-imidazole carboxaldehyde (manufactured by Aldrich Corporation) (28.5 mg) and stirred at room temperature for 10 minutes. Subsequently, sodium cyanoborohydride (24.4 mg) was added, followed by stirring overnight at room temperature. The solvent was distilled off under reduced pressure and then the residue was disso... Starting materials: C(C)(=O)O[C@@H]1CC2=C[C@H]([C@H]3[C@@H]4CC[C@H](C(C)C5OCC(CO5)(C)C)[C@]4(CC[C@@H]3[C@]2([C@@H]2[C@H]1O2)C)C)OC(NC)=O (20-(5,5-dimethyl-1,3-dioxan-2-yl)-1α,2α-epoxy-7α-(N-methylcarbamoyloxy)pregn-5-en-3β-yl acetate), C(C)(=O)O[C@@H]1CC2=C[C@H]([C@H]3[C@@H]4CC[C@H](C(C)C5OCC(CO5)(C)C)[C@]4(CC[C@@H]3[C@]2([C@@H]2[C@H]1O2)C)C)OC(=O)OC (20-(5,5-dimethyl-1,3-dioxan-2-yl)-1α,2α-epoxy-7α-methoxycarbonyloxypregn-5-en-3β-yl acetate). Product: C(C)(=O)O[C@@H]1CC2=CC=C3[C@@H]4CC[C@H](C(C)C5OCC(CO5)(C)C)[C@]4(CC[C@@H]3[C@]2([C@@H]2[C@H]1O2)C)C (20-(5,5-dimethyl-1,3-dioxan-2-yl)-1α, 2α-epoxypregna-5,7-dien-3β-yl acetate). The yield is 44.2%. As a reaction SMILES: [C:1]([O:4][C@H:5]1[C@@H:31]2[O:32][C@@H:30]2[C@@:29]2([CH3:33])[C:7](=[CH:8][C@@H:9](OC(=O)NC)[C@@H:10]3[C@@H:28]2[CH2:27][CH2:26][C@@:25]2([CH3:34])[C@H:11]3[CH2:12][CH2:13][C@@H:14]2[CH:15]([CH:17]2[O:22][CH2:21][C:20]([CH3:24])([CH3:23])[CH2:19][O:18]2)[CH3:16])[CH2:6]1)(=[O:3])[CH3:2].C(O[C@H]1[C@@H]2O[C@@H]2[C@@]2(C)C(=C[C@@H](OC(OC)=O)[C@@H]3[C@@H]2CC[C@@]2(C)[C@H]3CC[C@@H]2C(C2OCC(C)(C)CO2)C)C1)(=O)C>>[C:1]([O:4][C@H:5]1[C@@H:31]2[O:32][C@@H:30]2[C@@:29]2([CH3:33])[C:7](=[CH:8][CH:9]=[C:10]3[C@@H:28]2[CH2:27][CH2:26][C@@:25]2([CH3:34])[C@H:11]3[CH2:12][CH2:13][C@@H:14]2[CH:15]([CH:17]2[O:18][CH2:19][C:20]([CH3:24])([CH3:23])[CH2:21][O:22]2)[CH3:16])[CH2:6]1)(=[O:3])[CH3:2]. Procedure details: The procedure of Example 17 was repeated except that 43.5 mg (0.0798 mmole) of 20-(5,5-dimethyl-1,3-dioxan-2-yl)-1α,2α-epoxy-7α-(N-methylcarbamoyloxy)pregn-5-en-3β-yl acetate was used in lieu of 43.6 mg of 20-(5,5-dimethyl-1,3-dioxan-2-yl)-1α,2α-epoxy-7α-methoxycarbonyloxypregn-5-en-3β-yl acetate to give 16.6 mg of 20-(5,5-dimethyl-1,3-dioxan-2-yl)-1α, 2α-epoxypregna-5,7-dien-3β-yl acetate. In addition, 15.2 mg of 20-(5,5-dimethyl-1,3-dioxan-2-yl)-1α,2α-epoxy-7α-(N-methylcarbamoyloxy)pregn-5-en-... Product: CCCc1c2nc(C(=O)OC)cc(Cl)c2cc2c(=O)cc(C(=O)OCC)oc12. Reaction SMILES: [CH3:30][I:31].[CH3:32][C:33](=[O:34])[CH3:35].[Cl:1][c:2]1[cH:3][c:4]([C:25](=[O:26])[O:27][CH3:28])[n:5][c:6]2[c:7]([CH2:22][CH2:23][CH3:24])[c:8]3[c:9]([cH:10][c:11]12)[c:12](=[S:21])[cH:13][c:14]([C:16](=[O:17])[O:18][CH2:19][CH3:20])[o:15]3.[OH2:29]>>[Cl:1][c:2]1[cH:3][c:4]([C:25](=[O:26])[O:27][CH3:28])[n:5][c:6]2[c:7]([CH2:22][CH2:23][CH3:24])[c:8]3[c:9]([cH:10][c:11]12)[c:12](=[O:29])[cH:13][c:14]([C:16](=[O:17])[O:18][CH2:19][CH3:20])[o:15]3. Reactants: CI, CC(C)=O, CCCc1c2nc(C(=O)OC)cc(Cl)c2cc2c(=S)cc(C(=O)OCC)oc12, O. Run at temperature 80 celsius, time 12 hour. Procedure: To a solution of 3-(2,4-dichlorophenyl)-5-bromo-2-nitropyrazine (20 mg, 0.057 mmol) in DMF (1 ml), (2-aminoethyl)(5-nitro(2-pyridyl))amine (11.3 mg, 0.06 mmol) and diisopropylethyl amine (40 μl, 0.228 mmol) were added. The reaction mixture was stirred for 12 hours at 80° C. The crude mixture was concentrated in vacuo and subjected to column chromatography (5% methanol in methylene chloride) to afford the title compound as bright yellow solid. Solvent: CN(C)C=O (DMF). The product is ClC1=C(C=CC(=C1)Cl)C1=C(N=CC(=N1)NCCNC1=CC=C(C=C1)[N+](=O)[O-])[N+](=O)[O-] ([6-(2,4-dichlorophenyl)-5-nitropyrazin-2-yl]{2-[(4-nitrophenyl)amino]ethyl}amine). The reactants are ClC1=C(C=CC(=C1)Cl)C=1C(=NC=C(N1)Br)[N+](=O)[O-] (3-(2,4-dichlorophenyl)-5-bromo-2-nitropyrazine), NCCNC1=NC=C(C=C1)[N+](=O)[O-] ((2-aminoethyl)(5-nitro(2-pyridyl))amine), C(C)(C)N(CC)C(C)C (diisopropylethyl amine). As a reaction SMILES: [Cl:1][C:2]1[CH:7]=[C:6]([Cl:8])[CH:5]=[CH:4][C:3]=1[C:9]1[C:10]([N+:16]([O-:18])=[O:17])=[N:11][CH:12]=[C:13](Br)[N:14]=1.[NH2:19][CH2:20][CH2:21][NH:22][C:23]1[CH:28]=[CH:27][C:26]([N+:29]([O-:31])=[O:30])=[CH:25]N=1.[CH:32](N(C(C)C)CC)(C)C>CN(C=O)C>[Cl:1][C:2]1[CH:7]=[C:6]([Cl:8])[CH:5]=[CH:4][C:3]=1[C:9]1[N:14]=[C:13]([NH:19][CH2:20][CH2:21][NH:22][C:23]2[CH:28]=[CH:27][C:26]([N+:29]([O-:31])=[O:30])=[CH:25][CH:32]=2)[CH:12]=[N:11][C:10]=1[N+:16]([O-:18])=[O:17].